From a dataset of the Open Reaction Database (ORD), a public repository of structured organic reaction records. describe an organic reaction: reactants, conditions, products, and yield The reactants are FC(S(=O)(=O)OC=1C2=C(N=C(N1)NC1=CC=C(C=C1)C1=CN=CO1)CCN(C2)C(C)=O)(F)F (6-acetyl-2-(4-(oxazol-5-yl)phenylamino)-5,6,7,8-tetrahydropyrido[4,3-d]pyrimidin-4-yl trifluoromethanesulfonate), NC=1C=C(C=CC1)C(C)=O (1-(3-aminophenyl)ethanone). The solvent is CS(=O)C (DMSO). Run at time 8 hour. Product: C(C1=CC=CC=C1)N(C=1C2=C(N=C(N1)NC1=CC=C(C=C1)C1=CN=CO1)CCN(C2)C(C)=O)CCO (1-(4-(benzyl(2-hydroxyethyl)amino)-2-(4-(oxazol-5-yl)phenylamino)-7,8-dihydropyrido[4,3-d]pyrimidin-6(5H)-yl)ethanone). The yield is 97.3%. Reaction SMILES: FC(F)(F)S(O[C:7]1[C:8]2[CH2:28][N:27]([C:29](=[O:31])[CH3:30])[CH2:26][CH2:25][C:9]=2[N:10]=[C:11]([NH:13][C:14]2[CH:19]=[CH:18][C:17]([C:20]3[O:24][CH:23]=[N:22][CH:21]=3)=[CH:16][CH:15]=2)[N:12]=1)(=O)=O.N[C:35]1[CH:36]=[C:37]([C:41](=O)C)[CH:38]=[CH:39][CH:40]=1>CS(C)=O>[CH2:41]([N:22]([CH2:21][CH2:20][OH:24])[C:7]1[C:8]2[CH2:28][N:27]([C:29](=[O:31])[CH3:30])[CH2:26][CH2:25][C:9]=2[N:10]=[C:11]([NH:13][C:14]2[CH:15]=[CH:16][C:17]([C:20]3[O:24][CH:23]=[N:22][CH:21]=3)=[CH:18][CH:19]=2)[N:12]=1)[C:37]1[CH:36]=[CH:35][CH:40]=[CH:39][CH:38]=1. Procedure details: 6-Acetyl-2-(4-(oxazol-5-yl)phenylamino)-5,6,7,8-tetrahydropyrido[4,3-d]pyrimidin-4-yl trifluoromethanesulfonate (35 mg, 0.07 mmol, Example 26a) in DMSO (1 mL) was dispensed in a library plate. 1-(3-aminophenyl)ethanone (-, 0.07 mmol) was added and it was left to shake overnight at 80° C. before filtered and purified by preparative HPLC to yield 1-(4-(benzyl(2-hydroxyethyl)amino)-2-(4-(oxazol-5-yl)phenylamino)-7,8-dihydropyrido[4,3-d]pyrimidin-6(5H)-yl)ethanone (16.5 mg, 49%). The reactants are ClC1=CC=C(C=C1)C1(C(N(CC1)CC(=O)N1CCN(CC1)C(=O)OC(C)(C)C)=O)C1=CC=C(C=C1)Cl (tert-Butyl 4-(2-(3,3-bis(4-chlorophenyl)-2-oxopyrrolidin-1-yl)acetyl)piperazine-1-carboxylate), FC(C(=O)O)(F)F (trifluoroacetic acid). Run in C(Cl)Cl (CH2Cl2). Reaction conditions: time 8 hour. Product: ClC1=CC=C(C=C1)C1(C(N(CC1)CC(N1CCNCC1)=O)=O)C1=CC=C(C=C1)Cl (3,3-Bis(4-chlorophenyl)-1-(2-oxo-2-piperazin-1-ylethyl)pyrrolidin-2-one). Reaction SMILES: [Cl:1][C:2]1[CH:7]=[CH:6][C:5]([C:8]2([C:30]3[CH:35]=[CH:34][C:33]([Cl:36])=[CH:32][CH:31]=3)[CH2:12][CH2:11][N:10]([CH2:13][C:14]([N:16]3[CH2:21][CH2:20][N:19](C(OC(C)(C)C)=O)[CH2:18][CH2:17]3)=[O:15])[C:9]2=[O:29])=[CH:4][CH:3]=1.FC(F)(F)C(O)=O>C(Cl)Cl>[Cl:36][C:33]1[CH:34]=[CH:35][C:30]([C:8]2([C:5]3[CH:4]=[CH:3][C:2]([Cl:1])=[CH:7][CH:6]=3)[CH2:12][CH2:11][N:10]([CH2:13][C:14](=[O:15])[N:16]3[CH2:21][CH2:20][NH:19][CH2:18][CH2:17]3)[C:9]2=[O:29])=[CH:31][CH:32]=1. Reported procedure: To a solution of the product from Example 25E (0.920 g, 1.73 mmol) in CH2Cl2 (20 mL) was added trifluoroacetic acid (2.66 mL, 34.6 mmol) under nitrogen. The reaction mixture was stirred overnight at room temperature. The reaction mixture was concentrated to remove excess trifluoroacetic acid and then diluted with CH2Cl2 (150 ml). The organic layer was washed with saturated aqueous NaHCO3 solution, water, and brine, dried with MgSO4, filtered, and concentrated. Purification by chromatography on s... Reactants: CCC(=O)Cl, CCCOc1ccc2c(c1-c1ncnc3c(C(=O)NC4CCNC4)c[nH]c13)OCO2. Yields the product CCCOc1ccc2c(c1-c1ncnc3c(C(=O)NC4CCN(C(=O)CC)C4)c[nH]c13)OCO2. As a reaction SMILES: [C:31]([CH2:32][CH3:33])(=[O:34])[Cl:35].[NH:1]1[CH2:2][CH:3]([NH:6][C:7](=[O:8])[c:9]2[cH:10][nH:11][c:12]3[c:13]2[n:14][cH:15][n:16][c:17]3-[c:18]2[c:19]([O:27][CH2:28][CH2:29][CH3:30])[cH:20][cH:21][c:22]3[c:26]2[O:25][CH2:24][O:23]3)[CH2:4][CH2:5]1>>[N:1]1([C:31]([CH2:32][CH3:33])=[O:34])[CH2:2][CH:3]([NH:6][C:7](=[O:8])[c:9]2[cH:10][nH:11][c:12]3[c:13]2[n:14][cH:15][n:16][c:17]3-[c:18]2[c:19]([O:27][CH2:28][CH2:29][CH3:30])[cH:20][cH:21][c:22]3[c:26]2[O:25][CH2:24][O:23]3)[CH2:4][CH2:5]1. Starting materials: C=Cc1ccc(C(=O)OC(C)(C)C)cc1, B1C2CCCC1CCC2, [Na+], C1CCOC1, [OH-], O, OO. The product is CC(C)(C)OC(=O)c1ccc(CCO)cc1. Reaction SMILES: [CH:10](=[CH2:11])[c:12]1[cH:13][cH:14][c:15]([C:16](=[O:17])[O:18][C:19]([CH3:20])([CH3:21])[CH3:22])[cH:23][cH:24]1.[CH:1]12[CH2:2][CH2:3][CH2:4][CH:5]([BH:6]1)[CH2:7][CH2:8][CH2:9]2.[Na+:26].[O:29]1[CH2:30][CH2:31][CH2:32][CH2:33]1.[OH-:25].[OH2:34].[OH:27][OH:28]>>[CH2:10]([CH2:11][OH:25])[c:12]1[cH:13][cH:14][c:15]([C:16](=[O:17])[O:18][C:19]([CH3:20])([CH3:21])[CH3:22])[cH:23][cH:24]1. Reactants: Cc1cnc(N2CCNCC2)c(C)c1, CC1COC(=O)N1c1ccc(C(=O)O)cc1, Cl. Yields the product Cc1cnc(N2CCN(C(=O)c3ccc(N4C(=O)OCC4C)cc3)CC2)c(C)c1. Reaction SMILES: [CH3:18][c:19]1[c:20]([N:26]2[CH2:27][CH2:28][NH:29][CH2:30][CH2:31]2)[n:21][cH:22][c:23]([CH3:25])[cH:24]1.[CH3:1][CH:2]1[N:3]([c:8]2[cH:9][cH:10][c:11]([C:12](=[O:13])[OH:14])[cH:15][cH:16]2)[C:4](=[O:7])[O:5][CH2:6]1.[ClH:17]>>[CH3:1][CH:2]1[N:3]([c:8]2[cH:9][cH:10][c:11]([C:12](=[O:14])[N:29]3[CH2:28][CH2:27][N:26]([c:20]4[c:19]([CH3:18])[cH:24][c:23]([CH3:25])[cH:22][n:21]4)[CH2:31][CH2:30]3)[cH:15][cH:16]2)[C:4](=[O:7])[O:5][CH2:6]1. Reactants: O=C([O-])[O-], ClCCl, Clc1ccc(OC2CN(C(c3ccccc3)c3ccccc3)C2)cc1, O=C(Cl)Cl, [K+], [K+]. The product is O=C(Cl)N1CC(Oc2ccc(Cl)cc2)C1. RXN SMILES: [C:5](=[O:6])([O-:7])[O-:8].[CH2:36]([Cl:37])[Cl:38].[Cl:11][c:12]1[cH:13][cH:14][c:15]([O:16][CH:17]2[CH2:18][N:19]([CH:21]([c:22]3[cH:23][cH:24][cH:25][cH:26][cH:27]3)[c:28]3[cH:29][cH:30][cH:31][cH:32][cH:33]3)[CH2:20]2)[cH:34][cH:35]1.[Cl:1][C:2]([Cl:3])=[O:4].[K+:10].[K+:9]>>[Cl:1][C:2](=[O:4])[N:19]1[CH2:18][CH:17]([O:16][c:15]2[cH:14][cH:13][c:12]([Cl:11])[cH:35][cH:34]2)[CH2:20]1.